Dataset: the Open Reaction Database (ORD), a public repository of structured organic reaction records. Task: describe an organic reaction: reactants, conditions, products, and yield The reactants are C(C1=CC=CC=C1)N1CCNCC1 (N-benzylpiperazine), Cl(=O)(=O)(=O)[O-].CSC1=[S+]C=CS1 (2-methylthio-1,3-dithiolium perchlorate). Yields the product Cl(=O)(=O)(=O)[O-].S1C(SC=C1)=[N+]1CCN(CC1)CC1=CC=CC=C1 (1-(1,3-dithiol-2-ylidene)-4-benzylpiperazinium perchlorate). Yield: 68.6%. Reaction SMILES: [CH2:1]([N:8]1[CH2:13][CH2:12][NH:11][CH2:10][CH2:9]1)[C:2]1[CH:7]=[CH:6][CH:5]=[CH:4][CH:3]=1.[Cl:14]([O-:18])(=[O:17])(=[O:16])=[O:15].CS[C:21]1[S:25][CH:24]=[CH:23][S+:22]=1>>[Cl:14]([O-:18])(=[O:17])(=[O:16])=[O:15].[S:22]1[CH:23]=[CH:24][S:25][C:21]1=[N+:11]1[CH2:12][CH2:13][N:8]([CH2:1][C:2]2[CH:3]=[CH:4][CH:5]=[CH:6][CH:7]=2)[CH2:9][CH2:10]1 |f:1.2,3.4|. Procedure: 2.2 g of N-benzylpiperazine and 2.5 g of 2-methylthio-1,3-dithiolium perchlorate were treated in the same manner as in Example 26, and the product was recrystallized from water-ethanol, whereby 2.6 g (yield: 68.9%) of 1-(1,3-dithiol-2-ylidene)-4-benzylpiperazinium perchlorate (Compound No. 33) was obtained as crystals having a melting point of from 224° to 226° C.